From a dataset of the Open Reaction Database (ORD), a public repository of structured organic reaction records. describe an organic reaction: reactants, conditions, products, and yield Starting materials: Cc1ccc2cc[nH]c2c1, CO, Cl, O=C1CCNCC1, O. Product: Cc1ccc2c(C3=CCNCC3)c[nH]c2c1. RXN SMILES: [CH3:10][c:11]1[cH:12][cH:13][c:14]2[cH:15][cH:16][nH:17][c:18]2[cH:19]1.[CH3:20][OH:21].[ClH:1].[NH:3]1[CH2:4][CH2:5][C:6](=[O:9])[CH2:7][CH2:8]1.[OH2:2]>>[NH:3]1[CH2:4][CH2:5][C:6]([c:15]2[c:14]3[cH:13][cH:12][c:11]([CH3:10])[cH:19][c:18]3[nH:17][cH:16]2)=[CH:7][CH2:8]1. Reported procedure: To a suspension of 1,2-benzenedimethanol (5 g, 36.19 mmol) in toluene/2,3-dihydropyran (206 ml/11 ml) at 30° C. was added 3.62 g Dowex (50WX2-100). The reaction stirred at 30° C. for 5 hours. The mixture was filtered to remove Dowex, then concentrated in vacuo and put on vacuum pump overnight w/stirring to remove 2,3-dihydropyran. The crude reaction product was purified by normal phase chromatography (20% EtOAc/hexanes—25% -30%) to give a clear liquid (5.72 g). As a reaction SMILES: [C:1]1([CH2:9][OH:10])[C:2]([CH2:7][OH:8])=[CH:3][CH:4]=[CH:5][CH:6]=1.C1(C)C=CC=CC=1.[O:18]1[CH:23]=[CH:22][CH2:21][CH2:20][CH2:19]1>>[O:18]1[CH2:23][CH2:22][CH2:21][CH2:20][CH:19]1[O:8][CH2:7][C:2]1[CH:3]=[CH:4][CH:5]=[CH:6][C:1]=1[CH2:9][OH:10] |f:1.2|. The reactants are C=1(C(=CC=CC1)CO)CO (1,2-benzenedimethanol), C1(=CC=CC=C1)C.O1CCCC=C1 (toluene 2,3-dihydropyran), ( 50WX2-100 ). Run at temperature 30 celsius, time 5 hour. Product: O1C(CCCC1)OCC1=C(C=CC=C1)CO ({2-[(tetrahydro-2H-pyran-2-yloxy)methyl]phenyl}methanol). Starting materials: CC(C)(CNC(=O)OCc1ccccc1)C(=O)O, CC12CCC3C(CC(=O)C4CC(O)CCC43C)C1CCC2=O. The product is CC(C)(CNC(=O)OCc1ccccc1)C(=O)OC1CCC2(C)C(C1)C(=O)CC1C3CCC(=O)C3(C)CCC12. As a reaction SMILES: [CH2:23]([c:24]1[cH:25][cH:26][cH:27][cH:28][cH:29]1)[O:30][C:31](=[O:32])[NH:33][CH2:34][C:35]([C:36](=[O:37])[OH:38])([CH3:39])[CH3:40].[OH:1][CH:2]1[CH2:3][CH:4]2[C:5](=[O:22])[CH2:6][CH:7]3[CH:8]4[CH2:9][CH2:10][C:11](=[O:21])[C:12]4([CH3:13])[CH2:14][CH2:15][CH:16]3[C:17]2([CH3:20])[CH2:18][CH2:19]1>>[O:1]([CH:2]1[CH2:3][CH:4]2[C:5](=[O:22])[CH2:6][CH:7]3[CH:8]4[CH2:9][CH2:10][C:11](=[O:21])[C:12]4([CH3:13])[CH2:14][CH2:15][CH:16]3[C:17]2([CH3:20])[CH2:18][CH2:19]1)[C:36]([C:35]([CH2:34][NH:33][C:31]([O:30][CH2:23][c:24]1[cH:25][cH:26][cH:27][cH:28][cH:29]1)=[O:32])([CH3:39])[CH3:40])=[O:37]. The reactants are CC1CN(Cc2ccccc2)CCC1=O, CI, CC(C)=O. The product is CC1C[N+](C)(Cc2ccccc2)CCC1=O, [I-]. Reaction SMILES: [CH2:1]([c:2]1[cH:3][cH:4][cH:5][cH:6][cH:7]1)[N:8]1[CH2:9][CH:10]([CH3:15])[C:11](=[O:14])[CH2:12][CH2:13]1.[CH3:16][I:17].[CH3:18][C:19](=[O:20])[CH3:21]>>[CH2:1]([c:2]1[cH:3][cH:4][cH:5][cH:6][cH:7]1)[N+:8]1([CH3:16])[CH2:9][CH:10]([CH3:15])[C:11](=[O:14])[CH2:12][CH2:13]1.[I-:17]. Reactants: C(C)(C)(C)OC(=O)N[C@H](C(=O)N[C@H](C(=O)O)CC1=CC(=C(C=C1)OCC(=O)OC)C(=O)OC)CC1=CC=CC=C1 ((2S)-2-({(2S)-2-[(tert-butoxycarbonyl)amino]-3-phenylpropanoyl}amino)-3-[3-(methoxycarbonyl)-4-(2-methoxy-2-oxoethoxy)phenyl]propanoic acid), N[C@H](CC(C)C)CO (D-leucinol). Yields the product C(C)(C)(C)OC(=O)N[C@H](C(=O)N[C@@H](CC=1C=CC(=C(C(=O)O)C1)OCC(=O)O)C(=O)N[C@H](CC(C)C)CO)CC1=CC=CC=C1 (5-((2S)-2-({(2S)-2-[(tert-Butoxycarbonyl)amino]-3-phenylpropanoyl}amino)-3-{[(1R)-1-(hydroxymethyl)-3-methylbutyl]amino}-3-oxopropyl)-2-(carboxymethoxy)benzoic Acid). RXN SMILES: [C:1]([O:5][C:6]([NH:8][C@@H:9]([CH2:34][C:35]1[CH:40]=[CH:39][CH:38]=[CH:37][CH:36]=1)[C:10]([NH:12][C@@H:13]([CH2:17][C:18]1[CH:23]=[CH:22][C:21]([O:24][CH2:25][C:26]([O:28]C)=[O:27])=[C:20]([C:30]([O:32]C)=[O:31])[CH:19]=1)[C:14]([OH:16])=O)=[O:11])=[O:7])([CH3:4])([CH3:3])[CH3:2].[NH2:41][C@@H:42]([CH2:47][OH:48])[CH2:43][CH:44]([CH3:46])[CH3:45]>>[C:1]([O:5][C:6]([NH:8][C@@H:9]([CH2:34][C:35]1[CH:36]=[CH:37][CH:38]=[CH:39][CH:40]=1)[C:10]([NH:12][C@H:13]([C:14]([NH:41][C@@H:42]([CH2:47][OH:48])[CH2:43][CH:44]([CH3:46])[CH3:45])=[O:16])[CH2:17][C:18]1[CH:23]=[CH:22][C:21]([O:24][CH2:25][C:26]([OH:28])=[O:27])=[C:20]([CH:19]=1)[C:30]([OH:32])=[O:31])=[O:11])=[O:7])([CH3:4])([CH3:3])[CH3:2]. Reported procedure: Synthesis was performed from (2S)-2-({(2S)-2-[(tert-butoxycarbonyl)amino]-3-phenylpropanoyl}amino)-3-[3-(methoxycarbonyl)-4-(2-methoxy-2-oxoethoxy)phenyl]propanoic acid and D-leucinol (37 uL) according to Method A to give the title compound (51 mg). 1H-NMR (400 MHz, CD3OD) d 7.79 (s, 1H), 7.44 (d, J=8.1 Hz, 1H), 7.29-7.18 (m, 5H), 7.04 (d, J=8.5 Hz, 1H), 4.80 (s, 2H), 4.55 (t, J=7.0 Hz, 1H), 4.25 (dd, J=4.8 Hz, J=9.5 Hz, 1H), 3.86 (m, 1H), 2.75 (dd, J=9.5 Hz, J=13.5 Hz, 1H), 1.35 (s, 9H), 0.82 (... Reactants: C(C)OC(C(C(C1=CC(=CC=C1)C=1C=C(C=C2C=CC=NC12)C(C)C)C1=CC=C(C=C1)Cl)C1=CC=NC=C1)=O (3-(4-Chloro-phenyl)-3-[3-(6-isopropyl-quinolin-8-yl)-phenyl]-2-pyridin-4-yl-propionic acid ethyl ester), [OH-].[Na+] (NaOH), Cl (HCl). Run in C(C)(=O)OCC (ethyl acetate), C1CCOC1.CCO (THF EtOH). Conditions: temperature 100 celsius, time 18 hour. The product is ClC1=CC=C(C=C1)C(CC1=CC=NC=C1)C=1C=C(C=CC1)C=1C=C(C=C2C=CC=NC12)C(C)C (8-{3-[1-(4-chloro-phenyl)-2-pyridin-4-yl-ethyl]-phenyl}-6-isopropyl-quinoline). As a reaction SMILES: C(OC(=O)[CH:5]([C:33]1[CH:38]=[CH:37][N:36]=[CH:35][CH:34]=1)[CH:6]([C:26]1[CH:31]=[CH:30][C:29]([Cl:32])=[CH:28][CH:27]=1)[C:7]1[CH:12]=[CH:11][CH:10]=[C:9]([C:13]2[CH:14]=[C:15]([CH:23]([CH3:25])[CH3:24])[CH:16]=[C:17]3[C:22]=2[N:21]=[CH:20][CH:19]=[CH:18]3)[CH:8]=1)C.[OH-].[Na+].Cl>C1COCC1.CCO.C(OCC)(=O)C>[Cl:32][C:29]1[CH:30]=[CH:31][C:26]([CH:6]([C:7]2[CH:8]=[C:9]([C:13]3[CH:14]=[C:15]([CH:23]([CH3:25])[CH3:24])[CH:16]=[C:17]4[C:22]=3[N:21]=[CH:20][CH:19]=[CH:18]4)[CH:10]=[CH:11][CH:12]=2)[CH2:5][C:33]2[CH:34]=[CH:35][N:36]=[CH:37][CH:38]=2)=[CH:27][CH:28]=1 |f:1.2,4.5|. Reported procedure: To a solution of the crude ester from Step 3 above in THF/EtOH (10 mL) was added NaOH (2N, 2 mL). The resulting reaction mixture was stirred 18 h at 100° C. then neutralized with HCl 6N to pH 7 and diluted with ethyl acetate. The organic extracts were washed (H2O, brine), dried (MgSO4), filtered and concentrated. Purification by flash chromatography (eluting with hexane/ethyl acetate, 1:1) provided the 8-{3-[1-(4-chloro-phenyl)-2-pyridin-4-yl-ethyl]-phenyl}-6-isopropyl-quinoline compound. Starting materials: COC=1C=C(C=CC=O)C=CC1OC (3,4-dimethoxycinnamaldehyde), C(#N)CC(=O)[N-]CC1=CC=CC=C1 (N-(cyanoacetyl)benzylamide). The product is C(C1=CC=CC=C1)NC(=O)\C(\C#N)=C\C=C\C1=CC(=C(C=C1)OC)OC ((E,E)-2-(Benzylaminocarbonyl)-3-(3,4-dimethoxystyryl)acrylonitrile). Reaction SMILES: [CH3:1][O:2][C:3]1[CH:4]=[C:5]([CH:10]=[CH:11][C:12]=1[O:13][CH3:14])[CH:6]=[CH:7][CH:8]=O.[C:15]([CH2:17][C:18]([N-:20][CH2:21][C:22]1[CH:27]=[CH:26][CH:25]=[CH:24][CH:23]=1)=[O:19])#[N:16]>>[CH2:21]([NH:20][C:18](/[C:17](=[CH:8]/[CH:7]=[CH:6]/[C:5]1[CH:10]=[CH:11][C:12]([O:13][CH3:14])=[C:3]([O:2][CH3:1])[CH:4]=1)/[C:15]#[N:16])=[O:19])[C:22]1[CH:27]=[CH:26][CH:25]=[CH:24][CH:23]=1. Procedure details: The compound was prepared as described in Example 3, by adding 3,4-dimethoxycinnamaldehyde (Example 6, 0.04 g, 0.2 mmol) to N-(cyanoacetyl)benzylamide (Example 4, 0.036 g, 0.2 mmol). After refluxing for 1 h and recrystallization from ethanol a yellow solid was obtained (0.045 g, 62%). The product gave the following analytical data: Starting materials: CC(C)(C)S(=O)N(C(CC=C)C1=CC=C(C=C1)C(F)(F)F)CC1=CC=C(C=C1)C(F)(F)F (2-Methyl-N-[4-(trifluoromethyl)benzyl]-N-{1-[4-(trifluoromethyl)phenyl]but-3-en-1-yl}propane-2-sulfinamide), C(C=C)(=O)OC (methyl acrylate). The reagents and catalysts are catalyst. Run at time 30 minute. Yields the product C(C)(C)(C)S(=O)N(C(C/C=C/C(=O)OC)C1=CC=C(C=C1)C(F)(F)F)CC1=CC=C(C=C1)C(F)(F)F (Methyl(2E)-5-{(tert-butylsulfinyl)[4-(trifluoromethyl)benzyl]amino}-5-[4-(trifluoromethyl)phenyl]pent-2-enoate). Reaction SMILES: [CH3:1][C:2]([S:5]([N:7]([CH2:22][C:23]1[CH:28]=[CH:27][C:26]([C:29]([F:32])([F:31])[F:30])=[CH:25][CH:24]=1)[CH:8]([C:12]1[CH:17]=[CH:16][C:15]([C:18]([F:21])([F:20])[F:19])=[CH:14][CH:13]=1)[CH2:9][CH:10]=[CH2:11])=[O:6])([CH3:4])[CH3:3].[C:33]([O:37][CH3:38])(=[O:36])C=C>>[C:2]([S:5]([N:7]([CH2:22][C:23]1[CH:28]=[CH:27][C:26]([C:29]([F:32])([F:30])[F:31])=[CH:25][CH:24]=1)[CH:8]([C:12]1[CH:17]=[CH:16][C:15]([C:18]([F:21])([F:20])[F:19])=[CH:14][CH:13]=1)[CH2:9]/[CH:10]=[CH:11]/[C:33]([O:37][CH3:38])=[O:36])=[O:6])([CH3:1])([CH3:3])[CH3:4]. Procedure details: The alkene from Step 2 (800 mg, 1.67 mmol) was dissolved in methyl acrylate (1.5 mL) and Zhan I catalyst (110 mg) was added. This mixture was stirred for 30 min and TLC indicated all starting material had reacted. The mixture was evaporated and purified by chromatography on silica using 10-25% ethyl acetate in iso-hexane to give the product (500 mg) as a mixture of isomers: Product: O=S1(=O)CCN(C2CNC2)CC1. Reaction SMILES: [C:1]([O:2][C:3](=[O:4])[N:8]1[CH2:9][CH:10]([N:12]2[CH2:13][CH2:14][S:15](=[O:18])(=[O:19])[CH2:16][CH2:17]2)[CH2:11]1)([CH3:5])([CH3:6])[CH3:7].[Cl:27][CH2:28][Cl:29].[F:20][C:21]([F:22])([F:23])[C:24]([OH:25])=[O:26]>>[NH:8]1[CH2:9][CH:10]([N:12]2[CH2:13][CH2:14][S:15](=[O:18])(=[O:19])[CH2:16][CH2:17]2)[CH2:11]1. The reactants are CC(C)(C)OC(=O)N1CC(N2CCS(=O)(=O)CC2)C1, ClCCl, O=C(O)C(F)(F)F.